From a dataset of the Open Reaction Database (ORD), a public repository of structured organic reaction records. describe an organic reaction: reactants, conditions, products, and yield Isolated yield 38.3%. Product: C(=O)(OC)/C=C/C1=CC=C(C=C1)CC(C)NCC(C1=CC(=CC=C1)Br)O (N-{2-(4-{(E)-2-Carbomethoxyethenyl}-phenyl)-1-methylethyl}-2-hydroxy-2-(3-bromophenyl)ethanamine). The reactants are OC(CN)C1=CC(=CC=C1)Br (2-hydroxy-2-(3-bromophenyl) ethanamine), C(=O)(OC)/C=C/C1=CC=C(C=C1)CC(C)=O (4-{(E)-2-carbomethoxyethenyl}phenylpropan-2-one). Procedure details: This was prepared in an identical manner to the compound described in Example 1 using 2-hydroxy-2-(3-bromophenyl) ethanamine (2.16 g) and 4-{(E)-2-carbomethoxyethenyl}phenylpropan-2-one (2.18 g). Elution with 1% methanolchloroform on Kieselgel 60 gave the title compound as a solid 1.6 g (benzene-petrol 80-100) m.p. 105°-111° C. as a 42:58 mixture of diastereoisomers. τ(CDCl3) 8.95 (3H, d, J=6 Hz), 6.9-7.7 (7H, m, 2H disappears with D2O), 6.2 (3H, s), 5.5 (1H, m), 3.6 (aH, d, J=16 Hz) 2.55 (8H, m... RXN SMILES: [OH:1][CH:2]([C:5]1[CH:10]=[CH:9][CH:8]=[C:7]([Br:11])[CH:6]=1)[CH2:3][NH2:4].[C:12](/[CH:16]=[CH:17]/[C:18]1[CH:23]=[CH:22][C:21]([CH2:24][C:25](=O)[CH3:26])=[CH:20][CH:19]=1)([O:14][CH3:15])=[O:13]>>[C:12](/[CH:16]=[CH:17]/[C:18]1[CH:19]=[CH:20][C:21]([CH2:24][CH:25]([NH:4][CH2:3][CH:2]([OH:1])[C:5]2[CH:10]=[CH:9][CH:8]=[C:7]([Br:11])[CH:6]=2)[CH3:26])=[CH:22][CH:23]=1)([O:14][CH3:15])=[O:13]. Reactants: O.NN (Hydrazine hydrate), COC=1C=C(C=C(C1OC)OC)C(C=NO)=O (1-(3,4,5-trimethoxyphenyl)-1,2-ethanedione 2-oxime), O (Water). Solvent: C(C)O (ethanol). Conditions: time 5 hour. Product: COC=1C=C(C=C(C1OC)OC)C(C=O)=NN (1-(3,4,5-trimethoxyphenyl)-1,2-ethanedione-1-hydrazone). As a reaction SMILES: [OH2:1].[NH2:2][NH2:3].[CH3:4][O:5][C:6]1[CH:7]=[C:8]([C:16](=O)[CH:17]=NO)[CH:9]=[C:10]([O:14][CH3:15])[C:11]=1[O:12][CH3:13].O>C(O)C>[CH3:4][O:5][C:6]1[CH:7]=[C:8]([C:16](=[N:2][NH2:3])[CH:17]=[O:1])[CH:9]=[C:10]([O:14][CH3:15])[C:11]=1[O:12][CH3:13] |f:0.1|. Procedure: Hydrazine hydrate (10 g, 0.2 mol) was added to a solution of 1-(3,4,5-trimethoxyphenyl)-1,2-ethanedione 2-oxime (24 g, 0.1 mol) in ethanol (100 ml) and the reaction mixture was stirred at room temperature for 5 hours. Water was added; the precipitated solid was filtered off, washed with water and dried. Yield 10.8 g (43%). δH (DMSO-d6): 3.65 (s, 3H), 3.81 (s, 6H), 6.81 (s, 2H), 8.32 (s, 1H), 8.94 (s, 2H), 11.6 (s, 1H). Reactants: PdCl2(dppf)(CH2Cl2), ClC=1C(=NC=C(C(=O)NC2=CC=C(C=C2)OC(F)(F)F)C1)N1C[C@@H](CC1)O ((R)-5-chloro-6-(3-hydroxypyrrolidin-1-yl)-N-(4-(trifluoromethoxy)phenyl)nicotinamide), NC1=NC=C(C=N1)B(O)O ((2-aminopyrimidin-5-yl)boronic acid), C(=O)([O-])[O-].[Na+].[Na+] (Na2CO3), PL-Thiol. Solvent: COCCOC (DME). The product is NC1=NC=C(C=N1)C=1C(=NC=C(C(=O)NC2=CC=C(C=C2)OC(F)(F)F)C1)N1C[C@@H](CC1)O ((R)-5-(2-Aminopyrimidin-5-yl)-6-(3-hydroxypyrrolidin-1-yl)-N-(4-(trifluoromethoxy)phenyl)nicotinamide). Reaction SMILES: Cl[C:2]1[C:3]([N:22]2[CH2:26][CH2:25][C@@H:24]([OH:27])[CH2:23]2)=[N:4][CH:5]=[C:6]([CH:21]=1)[C:7]([NH:9][C:10]1[CH:15]=[CH:14][C:13]([O:16][C:17]([F:20])([F:19])[F:18])=[CH:12][CH:11]=1)=[O:8].[NH2:28][C:29]1[N:34]=[CH:33][C:32](B(O)O)=[CH:31][N:30]=1.C([O-])([O-])=O.[Na+].[Na+]>COCCOC>[NH2:28][C:29]1[N:34]=[CH:33][C:32]([C:2]2[C:3]([N:22]3[CH2:26][CH2:25][C@@H:24]([OH:27])[CH2:23]3)=[N:4][CH:5]=[C:6]([CH:21]=2)[C:7]([NH:9][C:10]2[CH:11]=[CH:12][C:13]([O:16][C:17]([F:18])([F:19])[F:20])=[CH:14][CH:15]=2)=[O:8])=[CH:31][N:30]=1 |f:2.3.4|. Reported procedure: A mixture of (R)-5-chloro-6-(3-hydroxypyrrolidin-1-yl)-N-(4-(trifluoromethoxy)phenyl)nicotinamide (Stage 38.1, 50 mg, 0.124 mmol), (2-aminopyrimidin-5-yl)boronic acid (26 mg, 0.187 mmol), 2 M Na2CO3 (0.124 mL, 0.249 mmol) and DME (2.5 mL) was flushed with argon and PdCl2(dppf)(CH2Cl2) (10 mg, 0.012 mmol) was added. The mixture was subjected to MW irradiation 140° C. for 30 min, passed through a PL-Thiol MP SPE cartridge (StratoSpheres™), the cartridge was washed with MeOH and the solvent was eva... RXN SMILES: C1([N:7]=[C:8]=[O:9])C=CC=CC=1.[C:10]([O-:23])(=[O:22])[CH2:11][CH2:12][CH2:13]CCCCCCCC.[C:24]([O-:37])(=[O:36])[CH2:25][CH2:26][CH2:27]CCCCCCCC.C([Sn+2]CC[CH2:45][CH3:46])CCC>>[C:10]([OH:23])(=[O:22])[CH2:11][C:12]([CH3:13])=[O:9].[C:24]([OH:37])(=[O:36])[CH2:25][C:26]([CH3:27])=[O:9].[CH2:24]([C:11]([CH2:10][OH:23])([CH2:8][OH:9])[CH2:12][CH3:13])[OH:36].[NH2:7][C:8]([O:9][CH2:45][CH3:46])=[O:22] |f:1.2.3,4.5.6.7|. Starting materials: above product, C1(=CC=CC=C1)N=C=O (phenyl isocyanate), C(CCCCCCCCCCC)(=O)[O-].C(CCCCCCCCCCC)(=O)[O-].C(CCC)[Sn+2]CCCC (dibutyltin dilaurate), NCO. Procedure details: 800 g of the above product were mixed with 100 g of phenyl isocyanate and 0.1 g of dibutyltin dilaurate and heated at 50° C. until the NCO content reached zero. Product: C(CC(=O)C)(=O)O.C(CC(=O)C)(=O)O.C(O)C(CC)(CO)CO.NC(=O)OCC (urethane trimethylolpropane diacetoacetate). Reactants: bromine-trifluoride, S(=O)([O-])[O-].[Na+].[Na+] (sodium sulfite), BrBr (bromine), [N+](=O)([O-])C1=CC=CC=C1 (nitrobenzene). Yields the product BrC=1C=C(C=CC1)[N+](=O)[O-] (meta-bromonitrobenzene). Reaction SMILES: Br(F)(F)F.[Br:5]Br.[N+:7]([C:10]1[CH:15]=[CH:14][CH:13]=[CH:12][CH:11]=1)([O-:9])=[O:8].S([O-])([O-])=O.[Na+].[Na+]>>[Br:5][C:12]1[CH:11]=[C:10]([N+:7]([O-:9])=[O:8])[CH:15]=[CH:14][CH:13]=1 |f:3.4.5|. Reported procedure: A vigorously stirred mixture consisting of 0.1 moles (5 ml) bromine-trifluoride and 0.12 moles (6.5 ml) of bromine was added into a brine cooled three-necked flask equipped with a magnetic stirrer and a condenser containing ca. 0.6-0.7 moles of nitrobenzene. The addition was carried out dropwise with vigorous stirring while the temperature was kept between zero and ten degrees centigrate. After the addition was completed the crude reaction mixture was poured into a stirred icy 5% sodium sulfite ...